The task is: describe an organic reaction: reactants, conditions, products, and yield. This data is from the Open Reaction Database (ORD), a public repository of structured organic reaction records. Starting materials: C1=CC2=C(C=CC3=C2C(=C1)C(=O)OC3=O)N (4-Amino-1,8-naphthalic anhydride), Cl.NO (hydroxylamine hydrochloride). Run in N1=CC=CC=C1 (pyridine). Product: NC=1C=CC=2C(N(C(C3=CC=CC1C23)=O)O)=O (6-Amino-2-hydroxy-benzo[de]isoquinoline-1,3-dione). The yield is 97.4%. RXN SMILES: [CH:1]1[CH:10]=[C:9]2[C:11]([O:13][C:14](=O)[C:7]3=[C:8]2[C:3](=[C:4]([NH2:16])[CH:5]=[CH:6]3)[CH:2]=1)=[O:12].Cl.[NH2:18][OH:19]>N1C=CC=CC=1>[NH2:16][C:4]1[CH:5]=[CH:6][C:7]2[C:14](=[O:13])[N:18]([OH:19])[C:11](=[O:12])[C:9]3[C:8]=2[C:3]=1[CH:2]=[CH:1][CH:10]=3 |f:1.2|. Procedure details: 4-Amino-1,8-naphthalic anhydride (0.2 g, 0.9 mmol) and hydroxylamine hydrochloride (0.1 g, 1.4 mmol) were reacted in pyridine (20 mL) following the procedure of Example 1 to give 0.2 g of the title compound, mp >360° C.; The reactants are CCCc1nc2cnc3cccnc3c2n1CC1(O)CCCCC1, ClC(Cl)Cl, O=C(OO)c1cccc(Cl)c1, [NH4+], [OH-], Cc1ccc(S(=O)(=O)Cl)cc1. Yields the product CCCc1nc2c(N)nc3cccnc3c2n1CC1(O)CCCCC1. As a reaction SMILES: [CH2:1]([CH2:2][CH3:3])[c:4]1[n:5]([CH2:17][C:18]2([OH:24])[CH2:19][CH2:20][CH2:21][CH2:22][CH2:23]2)[c:6]2[c:7]([cH:8][n:9][c:10]3[cH:11][cH:12][cH:13][n:14][c:15]23)[n:16]1.[CH:49]([Cl:50])([Cl:51])[Cl:52].[Cl:25][c:26]1[cH:27][cH:28][cH:29][c:30]([C:31]([O:32][OH:33])=[O:34])[cH:35]1.[NH4+:36].[OH-:37].[c:38]1([CH3:39])[cH:40][cH:41][c:42]([S:43]([Cl:44])(=[O:45])=[O:46])[cH:47][cH:48]1>>[CH2:1]([CH2:2][CH3:3])[c:4]1[n:5]([CH2:17][C:18]2([OH:24])[CH2:19][CH2:20][CH2:21][CH2:22][CH2:23]2)[c:6]2[c:7]([c:8]([NH2:36])[n:9][c:10]3[cH:11][cH:12][cH:13][n:14][c:15]23)[n:16]1. The reactants are C1CNCCN1, CC#N, Clc1cncc(-c2ccco2)n1, ClCCl, [K+], [K+], O=C([O-])[O-]. Product: c1coc(-c2cncc(N3CCNCC3)n2)c1. Reaction SMILES: [CH2:13]1[CH2:14][NH:15][CH2:16][CH2:17][NH:18]1.[CH3:25][C:26]#[N:27].[Cl:1][c:2]1[n:3][c:4](-[c:8]2[o:9][cH:10][cH:11][cH:12]2)[cH:5][n:6][cH:7]1.[Cl:28][CH2:29][Cl:30].[K+:19].[K+:20].[O-:21][C:22]([O-:23])=[O:24]>>[c:2]1([N:15]2[CH2:14][CH2:13][NH:18][CH2:17][CH2:16]2)[n:3][c:4](-[c:8]2[o:9][cH:10][cH:11][cH:12]2)[cH:5][n:6][cH:7]1.